This data is from the Open Reaction Database (ORD), a public repository of structured organic reaction records. The task is: describe an organic reaction: reactants, conditions, products, and yield The reactants are C(#N)C1=C(C=C(C=C1)C1CCC=2N1C(=CN2)C(=O)O)F (5-(4-cyano-3-fluorophenyl)-6,7-dihydro-5H-pyrrolo[1,2-a]imidazole-3-carboxylic acid), ClC1=C(CN2C(CNCC2)=O)C=C(C=C1)O[Si](C1=CC=CC=C1)(C1=CC=CC=C1)C(C)(C)C (1-[2-chloro-5-(tert-butyldiphenylsilyloxy)-benzyl]-piperazin-2-one), CCN=C=NCCCN(C)C.Cl (EDC hydrochloride), C=1C=CC2=C(C1)N=NN2O (HOBT), C(C)(C)N(C(C)C)CC (N,N-diisopropylethylamine), C(=O)(O)[O-].[Na+] (NaHCO3). Run in CN(C)C=O (DMF). Yields the product ClC1=C(CN2C(CN(CC2)C(=O)C2CCC=3N2C(=CN3)C3=CC=C(C=C3)C#N)=O)C=C(C=C1)O[Si](C1=CC=CC=C1)(C1=CC=CC=C1)C(C)(C)C (5-(1-{4-[2-chloro-5-(tert-butyldiphenyl-silyloxy)-benzyl]-3-oxo-piperazin-1-yl}-methanoyl)-3-(4-cyanophenyl)-6,7-dihydro-5H-pyrrolo[1,2-a]imidazole). RXN SMILES: [C:1]([C:3]1[CH:8]=[CH:7][C:6](C2N3C(C(O)=O)=CN=C3CC2)=[CH:5][C:4]=1F)#[N:2].[Cl:21][C:22]1[CH:35]=[CH:34][C:33]([O:36][Si:37]([C:50]([CH3:53])([CH3:52])[CH3:51])([C:44]2[CH:49]=[CH:48][CH:47]=[CH:46][CH:45]=2)[C:38]2[CH:43]=[CH:42][CH:41]=[CH:40][CH:39]=2)=[CH:32][C:23]=1[CH2:24][N:25]1[CH2:30][CH2:29][NH:28][CH2:27][C:26]1=[O:31].[CH3:54][CH2:55][N:56]=[C:57]=[N:58][CH2:59][CH2:60][CH2:61]N(C)C.Cl.C1C=CC2N(O)N=NC=2C=1.C(N(CC)C(C)C)(C)C.[C:85]([O-])(O)=[O:86].[Na+]>CN(C=O)C>[Cl:21][C:22]1[CH:35]=[CH:34][C:33]([O:36][Si:37]([C:50]([CH3:53])([CH3:52])[CH3:51])([C:38]2[CH:43]=[CH:42][CH:41]=[CH:40][CH:39]=2)[C:44]2[CH:49]=[CH:48][CH:47]=[CH:46][CH:45]=2)=[CH:32][C:23]=1[CH2:24][N:25]1[CH2:30][CH2:29][N:28]([C:85]([CH:59]2[N:58]3[C:54]([C:6]4[CH:7]=[CH:8][C:3]([C:1]#[N:2])=[CH:4][CH:5]=4)=[CH:55][N:56]=[C:57]3[CH2:61][CH2:60]2)=[O:86])[CH2:27][C:26]1=[O:31] |f:2.3,6.7|. Procedure details: Carboxylic acid from Step M (1.02 g, 3.76 mmol), amine from Step F (1.80 g, 3.76 mmol), EDC hydrochloride (865 mg, 4.51 mmol), HOBT (610 mg, 4.51 mmol), and N,N-diisopropylethylamine (3.28 mL, 18.8 mmol) were stirred in dry DMF (20 mL) at 25° C. for 72 hours. The reaction was poured onto aq. NaHCO3 (100 mL) and extracted with methylene chloride (3×50 mL). The combined organic layers were dried (Na2SO4), filtered, and concentrated in vacuo. The crude product was purified by column chromatography ... The reactants are O=C([O-])[O-], COC(=O)C1CNCCC1O, CN(C)C=O, Cl, [I-], [K+], [K+], [K+], BrCCC=C(c1ccccc1)c1ccccc1. Product: COC(=O)C1CN(CCC=C(c2ccccc2)c2ccccc2)CCC1O. As a reaction SMILES: [C:30](=[O:31])([O-:32])[O-:33].[CH3:1][O:2][C:3](=[O:4])[CH:5]1[CH2:6][NH:7][CH2:8][CH2:9][CH:10]1[OH:11].[CH3:38][N:39]([CH3:40])[CH:41]=[O:42].[ClH:12].[I-:37].[K+:34].[K+:35].[K+:36].[c:13]1([C:19](=[CH:20][CH2:21][CH2:22][Br:23])[c:24]2[cH:25][cH:26][cH:27][cH:28][cH:29]2)[cH:14][cH:15][cH:16][cH:17][cH:18]1>>[CH3:1][O:2][C:3](=[O:4])[CH:5]1[CH2:6][N:7]([CH2:22][CH2:21][CH:20]=[C:19]([c:13]2[cH:14][cH:15][cH:16][cH:17][cH:18]2)[c:24]2[cH:25][cH:26][cH:27][cH:28][cH:29]2)[CH2:8][CH2:9][CH:10]1[OH:11]. The reactants are COC(=O)NC(C(=O)N1CCCC1c1ncc(-c2ccc3cc(Br)ccc3c2)[nH]1)C(C)C, COC(=O)NC(C(=O)N1CCCC1c1ncc(-c2ccc3cc(B4OC(C)(C)C(C)(C)O4)ccc3c2)[nH]1)C(C)C, COCCOC, [Na+], O=C([O-])O, O. The product is COC(=O)NC(C(=O)N1CCCC1c1ncc(-c2ccc3cc(-c4ccc5cc(-c6cnc(C7CCCN7C(=O)C(NC(=O)OC)C(C)C)[nH]6)ccc5c4)ccc3c2)[nH]1)C(C)C. As a reaction SMILES: [CH3:1][O:2][C:3]([NH:4][CH:5]([CH:6]([CH3:7])[CH3:8])[C:9](=[O:10])[N:11]1[CH:12]([c:16]2[nH:17][c:18](-[c:21]3[cH:22][c:23]4[cH:24][cH:25][c:26]([Br:31])[cH:27][c:28]4[cH:29][cH:30]3)[cH:19][n:20]2)[CH2:13][CH2:14][CH2:15]1)=[O:32].[CH3:33][O:34][C:35]([NH:36][CH:37]([CH:38]([CH3:39])[CH3:40])[C:41](=[O:42])[N:43]1[CH:44]([c:48]2[nH:49][c:50](-[c:53]3[cH:54][c:55]4[cH:56][cH:57][c:58]([B:63]5[O:64][C:65]([CH3:66])([CH3:67])[C:68]([CH3:69])([CH3:70])[O:71]5)[cH:59][c:60]4[cH:61][cH:62]3)[cH:51][n:52]2)[CH2:45][CH2:46][CH2:47]1)=[O:72].[CH3:78][O:79][CH2:80][CH2:81][O:82][CH3:83].[Na+:77].[O-:73][C:74]([OH:75])=[O:76].[OH2:84]>>[CH3:1][O:2][C:3]([NH:4][CH:5]([CH:6]([CH3:7])[CH3:8])[C:9](=[O:10])[N:11]1[CH:12]([c:16]2[nH:17][c:18](-[c:21]3[cH:22][c:23]4[cH:24][cH:25][c:26](-[c:58]5[cH:57][cH:56][c:55]6[cH:54][c:53](-[c:50]7[nH:49][c:48]([CH:44]8[N:43]([C:41]([CH:37]([NH:36][C:35]([O:34][CH3:33])=[O:72])[CH:38]([CH3:39])[CH3:40])=[O:42])[CH2:47][CH2:46][CH2:45]8)[n:52][cH:51]7)[cH:62][cH:61][c:60]6[cH:59]5)[cH:27][c:28]4[cH:29][cH:30]3)[cH:19][n:20]2)[CH2:13][CH2:14][CH2:15]1)=[O:32]. Reactants: O=C(OCC)C=1C=CN=CC1, [Zn].O=S(O)C(F)F. The reagents and catalysts are O=C(O)C(F)(F)F, OOC(C)(C)C. Solvent: O, ClCCl. Run at temperature 25 celsius, time 18 hour. Yields the product O=C(OCC)C=1C=CN=C(C1)C(F)F. The yield is 66.0%. Reactants: O (water), BrC1=C(CNC2=CC(=C(C=C2)C2=C(C=C(C=C2)C(F)(F)F)C)Cl)C=CC(=C1)C(F)(F)F (N-(2-bromo-4-(trifluoromethyl)benzyl)-2-chloro-2′-methyl-4′-(trifluoromethyl)-[1,1′-biphenyl]-4-amine), CC1(OB(OC1(C)C)C=1C=CC(=NC1)C(=O)NCCC(=O)OCC)C (ethyl 3-(5-(4,4,5,5-tetramethyl-1,3,2-dioxaborolan-2-yl)picolinamido)propanoate), C(=O)([O-])[O-].[K+].[K+] (K2CO3). The reagents and catalysts are C1=CC=C(C=C1)P([C-]2C=CC=C2)C3=CC=CC=C3.C1=CC=C(C=C1)P([C-]2C=CC=C2)C3=CC=CC=C3.Cl[Pd]Cl.[Fe+2] (Pd(dppf)Cl2). Solvent: O1CCOCC1 (1,4-dioxane), CCOC(=O)C (EtOAc). Yields the product ClC1=C(C=CC(=C1)NCC1=C(C=C(C=C1)C(F)(F)F)C=1C=CC(=NC1)C(=O)NCCC(=O)OCC)C1=C(C=C(C=C1)C(F)(F)F)C (ethyl 3-(5-(2-(((2-chloro-2′-methyl-4′-(trifluoromethyl)-[1,1′-biphenyl]-4-yl)amino)methyl)-5-(trifluoromethyl)phenyl)picolinamido)propanoate). Reaction SMILES: Br[C:2]1[CH:27]=[C:26]([C:28]([F:31])([F:30])[F:29])[CH:25]=[CH:24][C:3]=1[CH2:4][NH:5][C:6]1[CH:11]=[CH:10][C:9]([C:12]2[CH:17]=[CH:16][C:15]([C:18]([F:21])([F:20])[F:19])=[CH:14][C:13]=2[CH3:22])=[C:8]([Cl:23])[CH:7]=1.CC1(C)C(C)(C)OB([C:40]2[CH:41]=[CH:42][C:43]([C:46]([NH:48][CH2:49][CH2:50][C:51]([O:53][CH2:54][CH3:55])=[O:52])=[O:47])=[N:44][CH:45]=2)O1.C([O-])([O-])=O.[K+].[K+].O>O1CCOCC1.CCOC(C)=O.C1C=CC(P(C2C=CC=CC=2)[C-]2C=CC=C2)=CC=1.C1C=CC(P(C2C=CC=CC=2)[C-]2C=CC=C2)=CC=1.Cl[Pd]Cl.[Fe+2]>[Cl:23][C:8]1[CH:7]=[C:6]([NH:5][CH2:4][C:3]2[CH:24]=[CH:25][C:26]([C:28]([F:31])([F:30])[F:29])=[CH:27][C:2]=2[C:40]2[CH:41]=[CH:42][C:43]([C:46]([NH:48][CH2:49][CH2:50][C:51]([O:53][CH2:54][CH3:55])=[O:52])=[O:47])=[N:44][CH:45]=2)[CH:11]=[CH:10][C:9]=1[C:12]1[CH:17]=[CH:16][C:15]([C:18]([F:21])([F:20])[F:19])=[CH:14][C:13]=1[CH3:22] |f:2.3.4,8.9.10.11|. Reported procedure: N-(2-bromo-4-(trifluoromethyl)benzyl)-2-chloro-2′-methyl-4′-(trifluoromethyl)-[1,1′-biphenyl]-4-amine (3.9 g, 7.5 mmol), ethyl 3-(5-(4,4,5,5-tetramethyl-1,3,2-dioxaborolan-2-yl)picolinamido)propanoate, prepared as in STEP A above, (3.2 g, 6.6 mmol), Pd(dppf)Cl2 (611 mg, 0.7 mmol), and K2CO3 (2.1 g, 14.9 mmol) were dissolved in 1,4-dioxane (60 mL) and water (15 mL) and the resulting mixture was heated to 80° C. After 16 h the resulting mixture was cooled to room temperature, diluted with EtOAc, w... Reactants: [Br-], COc1c(Br)cc(C(=O)N2CCOc3ncc(-c4ccccc4C(F)(F)F)cc32)cc1Br, C1CNCCN1, CN(C)C=O, Cl, [Li+], O. Product: O=C(c1cc(Br)c(O)c(Br)c1)N1CCOc2ncc(-c3ccccc3C(F)(F)F)cc21. RXN SMILES: [Br-:34].[Br:1][c:2]1[cH:3][c:4]([C:11](=[O:12])[N:13]2[c:14]3[c:15]([n:19][cH:20][c:21](-[c:23]4[c:24]([C:29]([F:30])([F:31])[F:32])[cH:25][cH:26][cH:27][cH:28]4)[cH:22]3)[O:16][CH2:17][CH2:18]2)[cH:5][c:6]([Br:10])[c:7]1[O:8][CH3:9].[CH2:35]1[NH:36][CH2:37][CH2:38][NH:39][CH2:40]1.[CH:42]([N:43]([CH3:44])[CH3:45])=[O:46].[ClH:41].[Li+:33].[OH2:47]>>[Br:1][c:2]1[cH:3][c:4]([C:11](=[O:12])[N:13]2[c:14]3[c:15]([n:19][cH:20][c:21](-[c:23]4[c:24]([C:29]([F:30])([F:31])[F:32])[cH:25][cH:26][cH:27][cH:28]4)[cH:22]3)[O:16][CH2:17][CH2:18]2)[cH:5][c:6]([Br:10])[c:7]1[OH:8].